From a dataset of the Open Reaction Database (ORD), a public repository of structured organic reaction records. describe an organic reaction: reactants, conditions, products, and yield The reactants are CC1(C=2C=CC(=CC2C(CC1)(C)C)C1(C(C=CC=C1)O)[N+](=O)[O-])C (o-(5,6,7,8-tetrahydro-5,5,8,8-tetramethyl-2-naphtalenyl)-2-nitrophenol), Cl (hydrochloric acid). Reagents/catalysts: [Fe] (iron). Solvent: C(C)O (ethanol), O (water). Yields the product CC1(C=2C=CC(=CC2C(CC1)(C)C)C1(C(C=CC=C1)O)N)C (o-(5,6,7,8-tetrahydro-5,5,8,8-tetramethyl-2-naphtalenyl)-2-aminophenol). Yield: 85.0%. RXN SMILES: [CH3:1][C:2]1([CH3:24])[CH2:11][CH2:10][C:9]([CH3:13])([CH3:12])[C:8]2[CH:7]=[C:6]([C:14]3([N+:21]([O-])=O)[CH:19]=[CH:18][CH:17]=[CH:16][CH:15]3[OH:20])[CH:5]=[CH:4][C:3]1=2.Cl>O.C(O)C.[Fe]>[CH3:1][C:2]1([CH3:24])[CH2:11][CH2:10][C:9]([CH3:12])([CH3:13])[C:8]2[CH:7]=[C:6]([C:14]3([NH2:21])[CH:19]=[CH:18][CH:17]=[CH:16][CH:15]3[OH:20])[CH:5]=[CH:4][C:3]1=2. Procedure details: Compound 27 was suspended in water (2 ml) and ethanol (6 ml), and the suspension was added with concentrated hydrochloric acid (0.5 ml). The mixture was added with iron powder (220 mg) and then heated under reflux for 30 minutes. The reaction mixture was filtered to remove solid materials and the filtrate was extracted with ethyl acetate. The organic layer was washed with water and saturated brine and dried, and the solvent was then evaporated under reduced pressure to give o-(5,6,7,8-tetrahydro...